Dataset: the Open Reaction Database (ORD), a public repository of structured organic reaction records. Task: describe an organic reaction: reactants, conditions, products, and yield The reactants are Oc1ccc(Br)nc1, CC(OS(C)(=O)=O)C1CCN(C(=O)OCc2ccccc2)CC1, [K+], [K+], O=C([O-])[O-], CN(C)C=O, O. The product is CC(Oc1ccc(Br)nc1)C1CCN(C(=O)OCc2ccccc2)CC1. RXN SMILES: [Br:1][c:2]1[cH:3][cH:4][c:5]([OH:8])[cH:6][n:7]1.[CH3:9][S:10]([O:11][CH:14]([CH3:15])[CH:16]1[CH2:17][CH2:18][N:19]([C:22](=[O:23])[O:24][CH2:25][c:26]2[cH:27][cH:28][cH:29][cH:30][cH:31]2)[CH2:20][CH2:21]1)(=[O:12])=[O:13].[K+:32].[K+:33].[O-:34][C:35]([O-:36])=[O:37].[O:39]=[CH:40][N:41]([CH3:42])[CH3:43].[OH2:38]>>[Br:1][c:2]1[cH:3][cH:4][c:5]([O:8][CH:14]([CH3:15])[CH:16]2[CH2:17][CH2:18][N:19]([C:22](=[O:23])[O:24][CH2:25][c:26]3[cH:27][cH:28][cH:29][cH:30][cH:31]3)[CH2:20][CH2:21]2)[cH:6][n:7]1. Starting materials: N#Cc1ccc(Cl)cc1Br, C1CCOC1, Cl, [Na+], [OH-]. Yields the product NCc1ccc(Cl)cc1Br. Reaction SMILES: [Br:1][c:2]1[c:3]([C:4]#[N:5])[cH:6][cH:7][c:8]([Cl:10])[cH:9]1.[CH2:14]1[O:15][CH2:16][CH2:17][CH2:18]1.[ClH:11].[Na+:13].[OH-:12]>>[Br:1][c:2]1[c:3]([CH2:4][NH2:5])[cH:6][cH:7][c:8]([Cl:10])[cH:9]1.